This data is from the Open Reaction Database (ORD), a public repository of structured organic reaction records. The task is: describe an organic reaction: reactants, conditions, products, and yield Reactants: COC(=O)c1ccc(CBr)cc1O, CN(C)C=O, CCOC(C)=O, CCN(C(C)C)C(C)C, Cl, Cl, COC(=O)c1ccc(CN)cc1O. Product: Cl, COC(=O)c1ccc(CNCc2ccc(C(=O)OC)c(O)c2)cc1O. Reaction SMILES: [Br:24][CH2:25][c:26]1[cH:27][c:28]([OH:36])[c:29]([C:30](=[O:31])[O:32][CH3:33])[cH:34][cH:35]1.[CH3:37][N:38]([CH3:39])[CH:40]=[O:41].[CH3:43][CH2:44][O:45][C:46](=[O:47])[CH3:48].[CH:15]([N:16]([CH:17]([CH3:18])[CH3:19])[CH2:20][CH3:21])([CH3:22])[CH3:23].[ClH:1].[ClH:42].[NH2:2][CH2:3][c:4]1[cH:5][c:6]([OH:14])[c:7]([C:8](=[O:9])[O:10][CH3:11])[cH:12][cH:13]1>>[ClH:1].[NH:2]([CH2:3][c:4]1[cH:5][c:6]([OH:14])[c:7]([C:8](=[O:9])[O:10][CH3:11])[cH:12][cH:13]1)[CH2:25][c:26]1[cH:27][c:28]([OH:36])[c:29]([C:30](=[O:31])[O:32][CH3:33])[cH:34][cH:35]1. The reactants are O.C1(=CC=C(C=C1)S(=O)(=O)O)C (p-toluenesulfonic acid monohydrate), FC1=CC=C(C(=O)C2CCN(CC2)CCN(S(=O)(=O)C2=CC=C(C=C2)COC2OCCCC2)C2=C(C=CC=C2)OC)C=C1 (N-{2-[4-(4-Fluorobenzoyl)piperidino]ethyl}-4-tetrahydropyranyloxymethyl-N-(2-methoxyphenyl)benzene sulfonamide), C([O-])(O)=O.[Na+] (sodium bicarbonate). Run in CO (methanol), CO (methanol). The product is FC1=CC=C(C(=O)C2CCN(CC2)CCN(S(=O)(=O)C2=CC=C(C=C2)CO)C2=C(C=CC=C2)OC)C=C1 (N-{2-[4-(4-fluorobenzoyl)piperidino]ethyl}-4-hydroxymethyl-N-(2-methoxyphenyl)benzene sulfonamide). The yield is 100.1%. Reaction SMILES: [F:1][C:2]1[CH:43]=[CH:42][C:5]([C:6]([CH:8]2[CH2:13][CH2:12][N:11]([CH2:14][CH2:15][N:16]([C:34]3[CH:39]=[CH:38][CH:37]=[CH:36][C:35]=3[O:40][CH3:41])[S:17]([C:20]3[CH:25]=[CH:24][C:23]([CH2:26][O:27]C4CCCCO4)=[CH:22][CH:21]=3)(=[O:19])=[O:18])[CH2:10][CH2:9]2)=[O:7])=[CH:4][CH:3]=1.O.C1(C)C=CC(S(O)(=O)=O)=CC=1.C(=O)(O)[O-].[Na+]>CO>[F:1][C:2]1[CH:3]=[CH:4][C:5]([C:6]([CH:8]2[CH2:9][CH2:10][N:11]([CH2:14][CH2:15][N:16]([C:34]3[CH:39]=[CH:38][CH:37]=[CH:36][C:35]=3[O:40][CH3:41])[S:17]([C:20]3[CH:25]=[CH:24][C:23]([CH2:26][OH:27])=[CH:22][CH:21]=3)(=[O:19])=[O:18])[CH2:12][CH2:13]2)=[O:7])=[CH:42][CH:43]=1 |f:1.2,3.4|. Reported procedure: N-{2-[4-(4-Fluorobenzoyl)piperidino]ethyl}-4-tetrahydropyranyloxymethyl-N-(2-methoxyphenyl)benzene sulfonamide (101 mg, 0.165 mmol) was dissolved in methanol (5 ml) to which was subsequently added p-toluenesulfonic acid monohydrate (35 mg, 0.18 mmol) at room temperature. After 2 hour of stirring at the same temperature, methanol was removed by evaporation, and the resulting reaction solution was mixed with saturated sodium bicarbonate aqueous solution (5 ml), extracted with ethyl acetate, and wa...